From a dataset of the Open Reaction Database (ORD), a public repository of structured organic reaction records. describe an organic reaction: reactants, conditions, products, and yield Starting materials: COC(CC=1OC=C(C=2C1N=C1C=CC=CC21)O)=O (4-hydroxypyrano[3,4-b]indole acetic acid methyl ester). The reagents and catalysts are [O-2].[O-2].[Mn+4] (manganese dioxide). Yields the product O=C1COC(=C2N=C3C=CC=CC3=C21)CC(=O)O (4-oxopyrano[3,4-b]-indole acetic acid). As a reaction SMILES: C[O:2][C:3](=[O:19])[CH2:4][C:5]1[O:6][CH:7]=[C:8]([OH:18])[C:9]2[C:10]=1[N:11]=[C:12]1[C:17]=2[CH:16]=[CH:15][CH:14]=[CH:13]1>[O-2].[O-2].[Mn+4]>[O:18]=[C:8]1[C:9]2[C:10]([N:11]=[C:12]3[C:17]=2[CH:16]=[CH:15][CH:14]=[CH:13]3)=[C:5]([CH2:4][C:3]([OH:19])=[O:2])[O:6][CH2:7]1 |f:1.2.3|. Procedure: Oxidation of 4-hydroxypyrano[3,4-b]indole acetic acid methyl ester 15 with manganese dioxide, followed by hydrolysis, afforded 4-oxopyrano[3,4-b]-indole acetic acid 18. When 15 was treated with urea in acidified aqueous tetrahydrofuran, a quantitative conversion to 4-ureidopyrano[3,4-b]indole acetic acid methyl ester 13 was achieved.